From a dataset of the Open Reaction Database (ORD), a public repository of structured organic reaction records. describe an organic reaction: reactants, conditions, products, and yield Starting materials: Brc1cccc(Br)n1, [Li]CCCC, C1CCOC1, CC(C)=O, CCCCCC, [Cl-], [NH4+]. The product is CC(C)(O)c1cccc(Br)n1. Reaction SMILES: [Br:12][c:13]1[n:14][c:15]([Br:19])[cH:16][cH:17][cH:18]1.[CH2:1]([Li:2])[CH2:3][CH2:4][CH3:5].[CH2:26]1[O:27][CH2:28][CH2:29][CH2:30]1.[CH3:20][C:21]([CH3:22])=[O:23].[CH3:6][CH2:7][CH2:8][CH2:9][CH2:10][CH3:11].[Cl-:24].[NH4+:25]>>[c:13]1([C:21]([CH3:20])([CH3:22])[OH:23])[n:14][c:15]([Br:19])[cH:16][cH:17][cH:18]1. The reactants are ClC1=C(C(=O)C2=CC=C(C=C2)Cl)C=C(C=C1)[N+](=O)[O-] (2,4'-dichloro-5-nitro-benzophenone), CC1NCCCC1 (2-methylpiperidine), C([O-])([O-])=O.[Ca+2] (calcium carbonate). Solvent: C(C)O (ethanol). Product: CC1N(CCCC1)C1=C(C=C(C=C1)[N+](=O)[O-])C(=O)C1=CC=C(C=C1)Cl ([2-(2-methyl-1-piperidinyl)-5-nitrophenyl]-(4-chlorophenyl)-methanone). Yield: 40.6%. RXN SMILES: Cl[C:2]1[CH:16]=[CH:15][C:14]([N+:17]([O-:19])=[O:18])=[CH:13][C:3]=1[C:4]([C:6]1[CH:11]=[CH:10][C:9]([Cl:12])=[CH:8][CH:7]=1)=[O:5].[CH3:20][CH:21]1[CH2:26][CH2:25][CH2:24][CH2:23][NH:22]1.C(=O)([O-])[O-].[Ca+2]>C(O)C>[CH3:20][CH:21]1[CH2:26][CH2:25][CH2:24][CH2:23][N:22]1[C:2]1[CH:16]=[CH:15][C:14]([N+:17]([O-:19])=[O:18])=[CH:13][C:3]=1[C:4]([C:6]1[CH:11]=[CH:10][C:9]([Cl:12])=[CH:8][CH:7]=1)=[O:5] |f:2.3|. Procedure details: Proceeding as indicated in example 2, from 0.035 mole (10.4 g) of 2,4'-dichloro-5-nitro-benzophenone, 0.07 mole (7 cm3) of 2-methylpiperidine and 0.035 mole (5 g) of calcium carbonate in ethanol, 5.1 g (Yield: 40%) of the expected product are obtained after recrystallization in ethanol. M.P. 142° C. Starting materials: O=C(O)Cc1ccc(Br)cc1, [Li]CCCC, CN1CCCN(C)C1=O, CC(C)NC(C)C, ICC1CCCC1, C1CCOC1. Product: O=C(O)C(CC1CCCC1)c1ccc(Br)cc1. As a reaction SMILES: [Br:13][c:14]1[cH:15][cH:16][c:17]([CH2:20][C:21](=[O:22])[OH:23])[cH:18][cH:19]1.[CH2:8]([Li:9])[CH2:10][CH2:11][CH3:12].[CH3:36][N:37]1[CH2:38][CH2:39][CH2:40][N:41]([CH3:42])[C:43]1=[O:44].[CH:1]([NH:2][CH:3]([CH3:4])[CH3:5])([CH3:6])[CH3:7].[I:24][CH2:25][CH:26]1[CH2:27][CH2:28][CH2:29][CH2:30]1.[O:31]1[CH2:32][CH2:33][CH2:34][CH2:35]1>>[Br:13][c:14]1[cH:15][cH:16][c:17]([CH:20]([C:21](=[O:22])[OH:23])[CH2:25][CH:26]2[CH2:27][CH2:28][CH2:29][CH2:30]2)[cH:18][cH:19]1. Reactants: ClCCCCCCO (6-chloro-1-hexanol), C(C1=CC=CC=C1)Br (benzyl bromide), [H-].[Na+] (sodium hydride). The solvent is C1CCOC1 (THF). Run at time 8 hour. Product: C(C1=CC=CC=C1)OCCCCCCCl (1-Benzyloxy-6-chlorohexane). Yield: 70.2%. Reaction SMILES: [Cl:1][CH2:2][CH2:3][CH2:4][CH2:5][CH2:6][CH2:7][OH:8].[CH2:9](Br)[C:10]1[CH:15]=[CH:14][CH:13]=[CH:12][CH:11]=1.[H-].[Na+]>C1COCC1>[CH2:9]([O:8][CH2:7][CH2:6][CH2:5][CH2:4][CH2:3][CH2:2][Cl:1])[C:10]1[CH:15]=[CH:14][CH:13]=[CH:12][CH:11]=1 |f:2.3|. Procedure: To a stirred solution of 6-chloro-1-hexanol (15.0 g, 0.110 mol) and benzyl bromide (18.8 g, 0.110 mol) in dry THF (200 ml) at room temperature under argon was slowly added (over 30 min.) sodium hydride powder (2.899 g, 0.121 mol). The solution was left overnight and the solids filtered off. The solvent was removed under reduced pressure, the residues taken up into dichloromethane (100 ml) and washed (2×20 ml water). The solution was dried over MgSO4 and the solvent removed to yield an orange oil... The reactants are ClC=1C=C(CN2C(C3=C(C(N4C(=C3CC2)C(N(CCC4)CC4=CC=C(C=C4)OC)=O)=O)O)=O)C=CC1F (10-(3-chloro-4-fluorobenzyl)-8-hydroxy-2-(4-methoxybenzyl)-2,3,4,5,11,12-hexahydro[1,4]diazepino[2,1-a]-2,6-naphthyridine-1,7,9(10H)-trione), C1(=CC=C(C=C1)S(=O)(=O)O)C (p-toluenesulfonic acid). Solvent: C1(=CC=CC=C1)C (toluene). Reaction conditions: temperature 110 celsius. Yields the product ClC=1C=C(CN2C(C3=C(C(N4C(=C3CC2)C(NCCC4)=O)=O)O)=O)C=CC1F (10-(3-Chloro-4-fluorobenzyl)-8-hydroxy-2,3,4,5,11,12-hexahydro[1,4]diazepino[2,1-a]-2,6-naphthyridine-1,7,9(10H)-trione). As a reaction SMILES: [Cl:1][C:2]1[CH:3]=[C:4]([CH:34]=[CH:35][C:36]=1[F:37])[CH2:5][N:6]1[CH2:15][CH2:14][C:13]2[C:8](=[C:9]([OH:32])[C:10](=[O:31])[N:11]3[CH2:20][CH2:19][CH2:18][N:17](CC4C=CC(OC)=CC=4)[C:16](=[O:30])[C:12]3=2)[C:7]1=[O:33].C1(C)C=CC(S(O)(=O)=O)=CC=1>C1(C)C=CC=CC=1>[Cl:1][C:2]1[CH:3]=[C:4]([CH:34]=[CH:35][C:36]=1[F:37])[CH2:5][N:6]1[CH2:15][CH2:14][C:13]2[C:8](=[C:9]([OH:32])[C:10](=[O:31])[N:11]3[CH2:20][CH2:19][CH2:18][NH:17][C:16](=[O:30])[C:12]3=2)[C:7]1=[O:33]. Procedure: A mixture of 10-(3-chloro-4-fluorobenzyl)-8-hydroxy-2-(4-methoxybenzyl)-2,3,4,5,11,12-hexahydro[1,4]diazepino[2,1-a]-2,6-naphthyridine-1,7,9(10H)-trione (18 mg, 30 μmol) and p-toluenesulfonic acid (26 mg, 0.14 mmol) in toluene (0.5 mL) was heated at 110° C. for 8 hours. The reaction mixture was concentrated under vacuum. The residue was purified by reverse phase high pressure liquid chromatography. Collection and lyophilization of appropriate fractions provided the title compound. Isolated yield 5.0%. Starting materials: BrC1=CC2=C(N=C(S2)C(C#N)=C(C)OC)C=C1 (2-(6-bromobenzothiazol-2-yl)-3-methoxybut-2-enenitrile), O.NN (hydrazine hydrate). Yields the product BrC1=CC2=C(N=C(S2)C2=C(NN=C2C)N)C=C1 (4-(6-Bromobenzothiazol-2-yl)-5-methyl-2H-pyrazol-3-ylamine). Reported procedure: A solution of 2-(6-bromobenzothiazol-2-yl)-3-methoxybut-2-enenitrile (0.96 g, 3.1 mmol) and hydrazine hydrate (0.3 mL, 5.4 mmol) in methanol (30 mL) was heated to reflux overnight. The reaction was then cooled to room temperature. The resulting solid was isolated by filtration and was purified by flash chromatography to yield the title product. MS (m/z, ES+): 308.9 (Br79M+1, 100%), 310.9 (Br81 M+1, 100%). Yield=5%. Solvent: CO (methanol). Reaction SMILES: [Br:1][C:2]1[CH:17]=[CH:16][C:5]2[N:6]=[C:7]([C:9](=[C:12](OC)[CH3:13])[C:10]#[N:11])[S:8][C:4]=2[CH:3]=1.O.[NH2:19][NH2:20]>CO>[Br:1][C:2]1[CH:17]=[CH:16][C:5]2[N:6]=[C:7]([C:9]3[C:12]([CH3:13])=[N:20][NH:19][C:10]=3[NH2:11])[S:8][C:4]=2[CH:3]=1 |f:1.2|. Starting materials: CN(C=O)C (N,N-dimethylformamide), COC(=O)C1=NC=CN=C1N (3-amino-pyrazine-2-carboxylic acid methyl ester), C(C(=O)Cl)(=O)Cl (Oxalyl chloride), ClC1=C(C(=CC=C1F)F)CC(=O)O ((2-chloro-3,6-difluoro-phenyl)-acetic acid). The solvent is C(C)#N (acetonitrile), ClCCl (dichloromethane), C(C)#N (acetonitrile). Reaction conditions: time 1 hour. Product: COC(=O)C1=NC=CN=C1NC(CC1=C(C(=CC=C1F)F)Cl)=O (3-[2-(2-chloro-3,6-difluoro-phenyl)-acetylamino]-pyrazine-2-carboxylic acid methyl ester). The yield is 244.7%. As a reaction SMILES: C(Cl)(=O)C(Cl)=O.[Cl:7][C:8]1[C:13]([F:14])=[CH:12][CH:11]=[C:10]([F:15])[C:9]=1[CH2:16][C:17]([OH:19])=O.CN(C)C=O.[CH3:25][O:26][C:27]([C:29]1[C:34]([NH2:35])=[N:33][CH:32]=[CH:31][N:30]=1)=[O:28]>ClCCl.C(#N)C>[CH3:25][O:26][C:27]([C:29]1[C:34]([NH:35][C:17](=[O:19])[CH2:16][C:9]2[C:10]([F:15])=[CH:11][CH:12]=[C:13]([F:14])[C:8]=2[Cl:7])=[N:33][CH:32]=[CH:31][N:30]=1)=[O:28]. Reported procedure: Oxalyl chloride (1.30 ml) was added dropwise to a solution of (2-chloro-3,6-difluoro-phenyl)-acetic acid (3.151 g) in dichloromethane (20 ml) and a drop of N,N-dimethylformamide was added to initiate the reaction. The reaction mixture was stirred at ambient temperature for 1 hour. The solvent was evaporated to produce a colourless oil which was dissolved in acetonitrile (30 ml). This solution was then divided into three portions and each portion was added to a slurry of 3-amino-pyrazine-2-carbox...